Dataset: the Open Reaction Database (ORD), a public repository of structured organic reaction records. Task: describe an organic reaction: reactants, conditions, products, and yield Starting materials: C(C)C=1C=C(C(=O)O)C=C(C1OC)CC (3,5-diethyl-4-methoxybenzoic acid), C(C1=CC=CC=C1)C=1SC(=C(C1)C)C (2-benzyl-4,5-dimethylthiophene), C(C(=O)Cl)(=O)Cl (oxalyl chloride), [Sn](Cl)(Cl)(Cl)Cl (tin(IV) chloride). The reagents and catalysts are N,N-DMF. Product: C(C1=CC=CC=C1)C=1SC(=C(C1C(=O)C1=CC(=C(C(=C1)CC)OC)CC)C)C ((2-Benzyl-4,5-dimethylthiophen-3-yl)-(3.5-diethyl-4-methoxy-phenyl)-methanone). The yield is 98.9%. Reaction SMILES: [CH2:1]([C:3]1[CH:4]=[C:5]([CH:9]=[C:10]([CH2:14][CH3:15])[C:11]=1[O:12][CH3:13])[C:6]([OH:8])=O)[CH3:2].C(Cl)(=O)C(Cl)=O.[Sn](Cl)(Cl)(Cl)Cl.[CH2:27]([C:34]1[S:35][C:36]([CH3:40])=[C:37]([CH3:39])[CH:38]=1)[C:28]1[CH:33]=[CH:32][CH:31]=[CH:30][CH:29]=1>>[CH2:27]([C:34]1[S:35][C:36]([CH3:40])=[C:37]([CH3:39])[C:38]=1[C:6]([C:5]1[CH:9]=[C:10]([CH2:14][CH3:15])[C:11]([O:12][CH3:13])=[C:3]([CH2:1][CH3:2])[CH:4]=1)=[O:8])[C:28]1[CH:29]=[CH:30][CH:31]=[CH:32][CH:33]=1. Procedure details: The title compound was prepared according to the procedure in Example 1, step 4, using 3,5-diethyl-4-methoxybenzoic acid (9.45 g, 45.5 mmol), oxalyl chloride (4.35 mL, 50.0 mmol), N,N-DMF (2 drops), tin(IV) chloride (5.85 mL, 50.0 mmol) and 2-benzyl-4,5-dimethylthiophene (11.0 g, 54.6 mmol) to give 17.67 g (99%) of the title compound. 1H NMR δ 1.13 (t, 6 H), 1.83 (s, 3 H), 2.27 (s, 3 H), 2.64 (q, 4 H), 3.73 (s, 3 H), 3.85 (s, 2 H), 7.04 (d, 2 H), 7.12-7.24 (m, 3 H), 7.43 (s, 2 H).